From a dataset of the Open Reaction Database (ORD), a public repository of structured organic reaction records. describe an organic reaction: reactants, conditions, products, and yield Starting materials: O=[N+]([O-])[O-].[O-][N+]([O-])=O.[O-][N+]([O-])=O.[O-][N+]([O-])=O.[O-][N+]([O-])=O.[O-][N+]([O-])=O.[Ce+4].[NH4+].[NH4+] (CAN), COC=1C(=C(CC=2C(=C(C(=O)N3CCCCC3)C=CC2)C2=CC=NC=C2)C(=C(C1OC)OC)OC)C (N-[3-(3,4,5,6-Tetramethoxy-2-methylbenzyl)-2-(4-pyridyl)benzoyl]piperidine), C(O)([O-])=O.[Na+] (sodium hydrogen carbonate). Solvent: C(C)#N (acetonitrile), O (water), O (water). Run at time 1 hour. Product: COC=1C(C(=C(C(C1OC)=O)CC=1C(=C(C(=O)N2CCCCC2)C=CC1)C1=CC=NC=C1)C)=O (N-[3-(5.6-Dimethoxy-3-methyl-1,4-benzoquinon-2-yl)methyl-2-(4-pyridyl)benzoyl]piperidine). Yield: 46.0%. As a reaction SMILES: C[O:2][C:3]1[C:4]([CH3:36])=[C:5]([C:27]([O:34]C)=[C:28]([O:32][CH3:33])[C:29]=1[O:30][CH3:31])[CH2:6][C:7]1[C:8]([C:21]2[CH:26]=[CH:25][N:24]=[CH:23][CH:22]=2)=[C:9]([CH:18]=[CH:19][CH:20]=1)[C:10]([N:12]1[CH2:17][CH2:16][CH2:15][CH2:14][CH2:13]1)=[O:11].O=[N+]([O-])[O-].[O-][N+](=O)[O-].[O-][N+](=O)[O-].[O-][N+](=O)[O-].[O-][N+](=O)[O-].[O-][N+](=O)[O-].[Ce+4].[NH4+].[NH4+].C(=O)([O-])O.[Na+]>C(#N)C.O>[CH3:31][O:30][C:29]1[C:3](=[O:2])[C:4]([CH3:36])=[C:5]([CH2:6][C:7]2[C:8]([C:21]3[CH:22]=[CH:23][N:24]=[CH:25][CH:26]=3)=[C:9]([CH:18]=[CH:19][CH:20]=2)[C:10]([N:12]2[CH2:17][CH2:16][CH2:15][CH2:14][CH2:13]2)=[O:11])[C:27](=[O:34])[C:28]=1[O:32][CH3:33] |f:1.2.3.4.5.6.7.8.9,10.11|. Reported procedure: N-[3-(3,4,5,6-Tetramethoxy-2-methylbenzyl)-2-(4-pyridyl)benzoyl]piperidine (74 mg, 0.1510 mmol) was dissolved in a mixed solvent of acetonitrile (9 ml) and water (3 ml), then CAN (206 mg, 0.3759 mmol) was added thereto at room temperature and the mixture was stirred for 1 hour. The reaction solution was poured into water, neutralized with a saturated aqueous solution of sodium hydrogen carbonate and extracted with ethyl acetate. The extract was washed with water and dried and the solvent was eva... Reactants: ClCCl, O=C(O)C(F)(F)F, CC(C)(C)OC(=O)Nc1cc(Oc2ccc([N+](=O)[O-])cc2)ncn1. Product: Nc1cc(Oc2ccc([N+](=O)[O-])cc2)ncn1. RXN SMILES: [Cl:32][CH2:33][Cl:34].[F:25][C:26]([F:27])([F:28])[C:29]([OH:30])=[O:31].[N+:1](=[O:2])([O-:3])[c:4]1[cH:5][cH:6][c:7]([O:8][c:9]2[cH:10][c:11]([NH:15][C:16](=[O:17])[O:18][C:19]([CH3:20])([CH3:21])[CH3:22])[n:12][cH:13][n:14]2)[cH:23][cH:24]1>>[N+:1](=[O:2])([O-:3])[c:4]1[cH:5][cH:6][c:7]([O:8][c:9]2[cH:10][c:11]([NH2:15])[n:12][cH:13][n:14]2)[cH:23][cH:24]1. Reactants: COc1cc(C=O)cc2c1OC(C)(C)C2, O=CO, Cl, [K+], NO, [OH-], O. Product: COc1cc(C#N)cc2c1OC(C)(C)C2. Reaction SMILES: [CH3:1][O:2][c:3]1[cH:4][c:5]([CH:14]=[O:15])[cH:6][c:7]2[c:11]1[O:10][C:9]([CH3:12])([CH3:13])[CH2:8]2.[CH:22]([OH:23])=[O:24].[ClH:16].[K+:21].[NH2:17][OH:18].[OH-:20].[OH2:19]>>[CH3:1][O:2][c:3]1[cH:4][c:5]([C:14]#[N:17])[cH:6][c:7]2[c:11]1[O:10][C:9]([CH3:12])([CH3:13])[CH2:8]2.